From a dataset of the Open Reaction Database (ORD), a public repository of structured organic reaction records. describe an organic reaction: reactants, conditions, products, and yield Starting materials: NC([C@H](CC1=CC=C(C=C1)B1OC(C(O1)(C)C)(C)C)NC(=O)C1(CCOCC1)NC(OC(C)(C)C)=O)=O ((S)-tert-Butyl 4-(1-amino-1-oxo-3-(4-(4,4,5,5-tetramethyl-1,3,2-dioxaborolan-2-yl)phenyl)propan-2-ylcarbamoyl)tetrahydro-2H-pyran-4-ylcarbamate), BrC=1C=CC(=C(C#N)C1)C (5-bromo-2-methylbenzonitrile), C([O-])([O-])=O.[Na+].[Na+] (sodium carbonate). Run in C(C)#N (acetonitrile). Reaction conditions: temperature 85 celsius. Yields the product NC([C@H](CC1=CC=C(C=C1)C1=CC(=C(C=C1)C)C#N)NC(=O)C1(CCOCC1)NC(OC(C)(C)C)=O)=O ((S)-tert-Butyl 4-(1-amino-3-(3′-cyano-4′-methylbiphenyl-4-yl)-1-oxopropan-2-ylcarbamoyl)tetrahydro-2H-pyran-4-ylcarbamate). Yield: 78.6%. As a reaction SMILES: [NH2:1][C:2](=[O:37])[C@@H:3]([NH:20][C:21]([C:23]1([NH:29][C:30](=[O:36])[O:31][C:32]([CH3:35])([CH3:34])[CH3:33])[CH2:28][CH2:27][O:26][CH2:25][CH2:24]1)=[O:22])[CH2:4][C:5]1[CH:10]=[CH:9][C:8](B2OC(C)(C)C(C)(C)O2)=[CH:7][CH:6]=1.Br[C:39]1[CH:40]=[CH:41][C:42]([CH3:47])=[C:43]([CH:46]=1)[C:44]#[N:45].C(=O)([O-])[O-].[Na+].[Na+]>C(#N)C>[NH2:1][C:2](=[O:37])[C@@H:3]([NH:20][C:21]([C:23]1([NH:29][C:30](=[O:36])[O:31][C:32]([CH3:33])([CH3:34])[CH3:35])[CH2:24][CH2:25][O:26][CH2:27][CH2:28]1)=[O:22])[CH2:4][C:5]1[CH:6]=[CH:7][C:8]([C:39]2[CH:40]=[CH:41][C:42]([CH3:47])=[C:43]([C:44]#[N:45])[CH:46]=2)=[CH:9][CH:10]=1 |f:2.3.4|. Procedure: (S)-tert-Butyl 4-(1-amino-1-oxo-3-(4-(4,4,5,5-tetramethyl-1,3,2-dioxaborolan-2-yl)phenyl)propan-2-ylcarbamoyl)tetrahydro-2H-pyran-4-ylcarbamate (Example 16, step (i), 200 mg) and 5-bromo-2-methylbenzonitrile (80 mg) in acetonitrile (8 mL) were treated with an aqueous solution of sodium carbonate (2M, 0.387 mL) and nitrogen was bubbled through the mixture. 1,1 bis(Di-tert-butylphosphino)ferrocene palladium dichloride (5 mg) was added and the mixture was heated at 85° C. for 18 h. The mixture was ...